This data is from the Open Reaction Database (ORD), a public repository of structured organic reaction records. The task is: describe an organic reaction: reactants, conditions, products, and yield The reactants are CCN(C)c1cc(C#N)cc(C)n1, CO, Cl, NO. Product: CCN(C)c1cc(C(=N)NO)cc(C)n1. As a reaction SMILES: [CH2:4]([CH3:5])[N:6]([c:7]1[cH:8][c:9]([C:10]#[N:11])[cH:12][c:13]([CH3:15])[n:14]1)[CH3:16].[CH3:17][OH:18].[ClH:1].[NH2:2][OH:3]>>[NH:2]([OH:3])[C:10]([c:9]1[cH:8][c:7]([N:6]([CH2:4][CH3:5])[CH3:16])[n:14][c:13]([CH3:15])[cH:12]1)=[NH:11]. Yields the product Nc1ccc(-c2cc([N+](=O)[O-])cc3c2CNC3=O)cc1. RXN SMILES: [Cl:35][CH2:36][Cl:37].[F:28][C:29]([F:30])([F:31])[C:32]([OH:33])=[O:34].[N+:1](=[O:2])([O-:3])[c:4]1[cH:5][c:6](-[c:14]2[cH:15][cH:16][c:17]([NH:20][C:21](=[O:22])[O:23][C:24]([CH3:25])([CH3:26])[CH3:27])[cH:18][cH:19]2)[c:7]2[c:11]([cH:12]1)[C:10](=[O:13])[NH:9][CH2:8]2>>[N+:1](=[O:2])([O-:3])[c:4]1[cH:5][c:6](-[c:14]2[cH:15][cH:16][c:17]([NH2:20])[cH:18][cH:19]2)[c:7]2[c:11]([cH:12]1)[C:10](=[O:13])[NH:9][CH2:8]2. Reactants: ClCCl, O=C(O)C(F)(F)F, CC(C)(C)OC(=O)Nc1ccc(-c2cc([N+](=O)[O-])cc3c2CNC3=O)cc1. Starting materials: CCOCc1nc2cnc3cc(Br)ccc3c2n1CCCCS(=O)(=O)Cl, O=C([O-])O, O=C([O-])[O-], CNC, ClCCl, Cl, [K+], [K+], [Na+]. Product: CCOCc1nc2cnc3cc(Br)ccc3c2n1CCCCS(=O)(=O)N(C)C. RXN SMILES: [Br:11][c:12]1[cH:13][cH:14][c:15]2[c:16]3[c:17]([cH:18][n:19][c:20]2[cH:21]1)[n:22][c:23]([CH2:33][O:34][CH2:35][CH3:36])[n:24]3[CH2:25][CH2:26][CH2:27][CH2:28][S:29](=[O:30])(=[O:31])[Cl:32].[C:37](=[O:38])([OH:39])[O-:40].[C:5](=[O:6])([O-:7])[O-:8].[CH3:2][NH:3][CH3:4].[Cl:42][CH2:43][Cl:44].[ClH:1].[K+:10].[K+:9].[Na+:41]>>[CH3:2][N:3]([CH3:4])[S:29]([CH2:28][CH2:27][CH2:26][CH2:25][n:24]1[c:16]2[c:15]3[cH:14][cH:13][c:12]([Br:11])[cH:21][c:20]3[n:19][cH:18][c:17]2[n:22][c:23]1[CH2:33][O:34][CH2:35][CH3:36])(=[O:30])=[O:31]. The reactants are CCOC(=O)Cc1c(C(=O)OCC)c(O)c(C(=O)c2ccccc2CCl)n1C, [H-], [Na+], CN(C)C=O, O. The product is CCOC(=O)Cc1c(C(=O)OCC)c2c(n1C)C(=O)c1ccccc1CO2. Reaction SMILES: [Cl:1][CH2:2][c:3]1[c:4]([C:5](=[O:6])[c:7]2[c:8]([OH:24])[c:9]([C:19](=[O:20])[O:21][CH2:22][CH3:23])[c:10]([CH2:13][C:14](=[O:15])[O:16][CH2:17][CH3:18])[n:11]2[CH3:12])[cH:25][cH:26][cH:27][cH:28]1.[H-:29].[Na+:30].[O:32]=[CH:33][N:34]([CH3:35])[CH3:36].[OH2:31]>>[CH2:2]1[c:3]2[c:4]([cH:25][cH:26][cH:27][cH:28]2)[C:5](=[O:6])[c:7]2[c:8]([c:9]([C:19](=[O:20])[O:21][CH2:22][CH3:23])[c:10]([CH2:13][C:14](=[O:15])[O:16][CH2:17][CH3:18])[n:11]2[CH3:12])[O:24]1.